describe an organic reaction: reactants, conditions, products, and yield From a dataset of the Open Reaction Database (ORD), a public repository of structured organic reaction records. As a reaction SMILES: C1(OC)C=CC=CC=1.C1(C([O:22][C:23]([C:25]2[N:30]3[C:31](=[O:44])[C@@H:32]([NH:33][C:34](=[O:43])[CH2:35][O:36][C:37]4[CH:42]=[CH:41][CH:40]=[CH:39][CH:38]=4)[C@H:29]3[S:28][CH2:27][C:26]=2[O:45][CH3:46])=[O:24])C2C=CC=CC=2)C=CC=CC=1.FC(F)(F)C(O)=O>C(Cl)Cl>[O:36]([CH2:35][C:34]([NH:33][C@@H:32]1[C:31](=[O:44])[N:30]2[C:25]([C:23]([OH:24])=[O:22])=[C:26]([O:45][CH3:46])[CH2:27][S:28][C@H:29]12)=[O:43])[C:37]1[CH:42]=[CH:41][CH:40]=[CH:39][CH:38]=1. The solvent is C(Cl)Cl (methylene chloride). Procedure details: 0.87 ml of anisole is added to a solution of 2.0 g (3.78 mmols) of 7β-phenoxyacetamido-3-methoxy-ceph-3-em-4-carboxylic acid diphenylmethyl ester in 5 ml of methylene chloride and the mixture is cooled to 0° C. and left to stand for 1 hour after adding 1.2 ml of trifluoroacetic acid. The reaction mixture is concentrated in vacuo and the residue is crystallised from acetone/ether. 7β-Phenoxyacetamido-3-methoxy-ceph-3-em-4-carboxylic acid of melting point 170° C. (decomposition) is obtained. The reactants are C1(=CC=CC=C1)OC (anisole), C1(=CC=CC=C1)C(C1=CC=CC=C1)OC(=O)C1=C(CS[C@H]2N1C([C@H]2NC(COC2=CC=CC=C2)=O)=O)OC (7β-phenoxyacetamido-3-methoxy-ceph-3-em-4-carboxylic acid diphenylmethyl ester), FC(C(=O)O)(F)F (trifluoroacetic acid). Product: O(C1=CC=CC=C1)CC(=O)N[C@H]1[C@@H]2N(C(=C(CS2)OC)C(=O)O)C1=O (7β-Phenoxyacetamido-3-methoxy-ceph-3-em-4-carboxylic acid). Conditions: temperature 0 celsius, time 1 hour. Yield: 83.8%. As a reaction SMILES: F[C:2]1[CH:9]=[CH:8][CH:7]=[CH:6][C:3]=1[C:4]#[N:5].[O:10]1[CH:14]=[CH:13][CH:12]=[C:11]1[CH:15]1[NH:19][NH:18][C:17]([C:21]([F:24])([F:23])[F:22])(O)[CH2:16]1.C([O-])([O-])=O.[Cs+].[Cs+]>CN(C=O)C.CCOC(C)=O>[C:4]([C:3]1[CH:6]=[CH:7][CH:8]=[CH:9][C:2]=1[N:19]1[C:15]([C:11]2[O:10][CH:14]=[CH:13][CH:12]=2)=[CH:16][C:17]([C:21]([F:24])([F:22])[F:23])=[N:18]1)#[N:5] |f:2.3.4|. Run at temperature 110 celsius, time 16 hour. Reported procedure: To a solution of 2-fluorobenzonitrile (0.605 g, 5 mmol) and 5-furyl-3-trifluoromethyl-3-hydroxypyrazoline (1.1 g, 5 mmol) in DMF (10 mL) was added Cs2CO3 (1.63 g, 5 mmol), and the resulting mixture was stirred at 110° C. for 16 hours. The mixture was diluted with EtOAc, washed with brine (×5), dried over MgSO4, and purified by column chromatography with a gradient solvent (hexane to ethyl acetate) to give 1-(2-cyanophenyl)-5-furyl-3-trifluoromethylpyrazole and 1-(2-cyanophenyl)-3-furyl-5-trifluo... Product: C(#N)C1=C(C=CC=C1)N1N=C(C=C1C=1OC=CC1)C(F)(F)F (1-(2-cyanophenyl)-5-furyl-3-trifluoromethylpyrazole), 1-(2-cyanophenyl)-3-furyl-5-trifluoromethylpyrazole. The solvent is CN(C)C=O (DMF), CCOC(=O)C (EtOAc). Starting materials: FC1=C(C#N)C=CC=C1 (2-fluorobenzonitrile), O1C(=CC=C1)C1CC(NN1)(O)C(F)(F)F (5-furyl-3-trifluoromethyl-3-hydroxypyrazoline), C(=O)([O-])[O-].[Cs+].[Cs+] (Cs2CO3). The reactants are ClCCCl (1,2-dichloroethane), C1(CCCCC1)C1=NN(C=2N=C(NC(C21)=O)C2=C(C=C(C=C2)N2CCC(CC2)=O)OC)C (3-Cyclohexyl-6-[2-methoxy-4-(4-oxo-1-piperidinyl)phenyl]-1-methyl-1,5-dihydro-4H-pyrazolo[3,4-d]pyrimidin-4-one), CN (methylamine), C(C)(=O)O[BH-](OC(C)=O)OC(C)=O.[Na+] (sodium triacetoxyborohydride). Solvent: C(C)(=O)O (acetic acid), O (water). Run at time 6 hour. Product: C1(CCCCC1)C1=NN(C=2N=C(NC(C21)=O)C2=C(C=C(C=C2)N2CCC(CC2)NC)OC)C (3-Cyclohexyl-6-{2-methoxy-4-[4-(methylamino)-1-piperidinyl]phenyl}-1-methyl-1,5-dihydro-4H-pyrazolo[3,4-d]pyrimidin-4-one). The yield is 84.9%. RXN SMILES: ClCCCl.[CH:5]1([C:11]2[C:19]3[C:18](=[O:20])[NH:17][C:16]([C:21]4[CH:26]=[CH:25][C:24]([N:27]5[CH2:32][CH2:31][C:30](=O)[CH2:29][CH2:28]5)=[CH:23][C:22]=4[O:34][CH3:35])=[N:15][C:14]=3[N:13]([CH3:36])[N:12]=2)[CH2:10][CH2:9][CH2:8][CH2:7][CH2:6]1.[CH3:37][NH2:38].C(O[BH-](OC(=O)C)OC(=O)C)(=O)C.[Na+]>O.C(O)(=O)C>[CH:5]1([C:11]2[C:19]3[C:18](=[O:20])[NH:17][C:16]([C:21]4[CH:26]=[CH:25][C:24]([N:27]5[CH2:28][CH2:29][CH:30]([NH:38][CH3:37])[CH2:31][CH2:32]5)=[CH:23][C:22]=4[O:34][CH3:35])=[N:15][C:14]=3[N:13]([CH3:36])[N:12]=2)[CH2:10][CH2:9][CH2:8][CH2:7][CH2:6]1 |f:3.4|. Reported procedure: To a 4 ml 1,2-dichloroethane solution of 200 mg (0.46 mmol) of the compound obtained in Example 30, 100 μl (0.92 mmol) of methylamine (30% methanol solution), 146 mg (0.69 mmol) of sodium triacetoxyborohydride, and 26 μl of acetic acid were added, and the mixture was stirred at room temperature for 6 hours. Then, water was added to the reaction mixture, and the mixture was extracted with chloroform. The organic layer was washed with water and a saturated aqueous solution of sodium chloride. Afte... Starting materials: ClC=1C=C(C=CC1Cl)C(CC=O)C1N(C(C2=CC(=CC=C12)OC)=O)C (3-(3,4-Dichlorophenyl)-3-(5-methoxy-2-methyl-3-oxo-2,3-dihydro-1H-isoindol-1-yl)propionaldehyde), OC1(CCNCC1)C1=CC=CC=C1 (4-hydroxy-4-phenylpiperidine). Yields the product Cl.ClC=1C=C(C=CC1Cl)C(CCN1CCC(CC1)(C1=CC=CC=C1)O)C1N(C(C2=CC(=CC=C12)OC)=O)C (3-[1-(3,4-Dichlorophenyl)-3-(4-hydroxy-4-phenylpiperidino)propyl]-6-methoxy-2-methyl-2,3-dihydroisoindol-1-one hydrochloride). The yield is 57.9%. RXN SMILES: [Cl:1][C:2]1[CH:3]=[C:4]([CH:9]([CH:13]2[C:21]3[C:16](=[CH:17][C:18]([O:22][CH3:23])=[CH:19][CH:20]=3)[C:15](=[O:24])[N:14]2[CH3:25])[CH2:10][CH:11]=O)[CH:5]=[CH:6][C:7]=1[Cl:8].[OH:26][C:27]1([C:33]2[CH:38]=[CH:37][CH:36]=[CH:35][CH:34]=2)[CH2:32][CH2:31][NH:30][CH2:29][CH2:28]1>>[ClH:1].[Cl:1][C:2]1[CH:3]=[C:4]([CH:9]([CH:13]2[C:21]3[C:16](=[CH:17][C:18]([O:22][CH3:23])=[CH:19][CH:20]=3)[C:15](=[O:24])[N:14]2[CH3:25])[CH2:10][CH2:11][N:30]2[CH2:31][CH2:32][C:27]([OH:26])([C:33]3[CH:38]=[CH:37][CH:36]=[CH:35][CH:34]=3)[CH2:28][CH2:29]2)[CH:5]=[CH:6][C:7]=1[Cl:8] |f:2.3|. Procedure details: 3-(3,4-Dichlorophenyl)-3-(5-methoxy-2-methyl-3-oxo-2,3-dihydro-1H-isoindol-1-yl)propionaldehyde (0.59 g) was coupled to 4-hydroxy-4-phenylpiperidine (0.27 g) by a method similar to that described in Example 8. The reaction product was purified by chromatography and converted to the corresponding hydrochloride salt as described in the Example 8 to afford the title compound (0.26 g); mp 154°-180° C. (d); MS: m/z=539(M+1); NMR(CD3SOCD3): 1.73-1.77 (m,2), 2.0 (m,1), 3.79 (two peaks,3), 5.46 (d,1, J=... The reactants are resultant solution, N1CCCCC1 (Piperdine), O.C1(=CC=C(C=C1)S(=O)(=O)O)C (p-toluenesulfonic acid monohydrate), CC1(CC(CC(C1)=O)=O)C (5,5-dimethylcyclohexane-1,3-dione), N1CCCCC1 (piperidine). The solvent is C1=CC=CC=C1 (benzene). Yields the product CC1(CC(=CC(C1)=O)N1CCCCC1)C (5,5-Dimethyl-3-piperidinyl-cyclohex-2-en-1-one). RXN SMILES: [NH:1]1[CH2:6][CH2:5][CH2:4][CH2:3][CH2:2]1.O.C1(C)C=CC(S(O)(=O)=O)=CC=1.[CH3:19][C:20]1([CH3:28])[CH2:25][C:24](=[O:26])[CH2:23][C:22](=O)[CH2:21]1>C1C=CC=CC=1>[CH3:19][C:20]1([CH3:28])[CH2:25][C:24](=[O:26])[CH:23]=[C:22]([N:1]2[CH2:6][CH2:5][CH2:4][CH2:3][CH2:2]2)[CH2:21]1 |f:1.2|. Reported procedure: Piperdine (7.0 mL; 0.0713 mol) and a catalytic quantity of p-toluenesulfonic acid monohydrate was added to a solution of 5,5-dimethylcyclohexane-1,3-dione (10.0 g; 0.0713 mol) in benzene (100 mL) and the resultant solution was heated at reflux. After 3 hours further piperidine (0.71 mL; 7.13 mmol) was added and the solution was allowed to reflux for a further 16 hours. The reaction mixture was cooled to room temperature and washed with 10% NaCHO3 solution (20 mL), dried over anhydrous sodium sul... Product: CC=1NC2=C(N1)C(=CC(=C2)O)C (2,7-dimethyl-3H-benzimidazol-5-ol). Reported procedure: 0.553 g (4.00 mml) 3,4-diamino-5-methyl-phenol in 5.00 mL glacial acetic acid were boiled for 3 h. Then the reaction mixture was evaporated down and dried under HV. Reaction SMILES: [NH2:1][C:2]1[CH:3]=[C:4]([OH:10])[CH:5]=[C:6]([CH3:9])[C:7]=1[NH2:8].[C:11](O)(=O)[CH3:12]>>[CH3:11][C:12]1[NH:1][C:2]2[CH:3]=[C:4]([OH:10])[CH:5]=[C:6]([CH3:9])[C:7]=2[N:8]=1. Reactants: NC=1C=C(C=C(C1N)C)O (3,4-diamino-5-methyl-phenol), C(C)(=O)O (acetic acid).